This data is from the Open Reaction Database (ORD), a public repository of structured organic reaction records. The task is: describe an organic reaction: reactants, conditions, products, and yield The reactants are ClC1=C(C=CC(=C1)O)C(C(C(F)(F)F)(O)C=1C=CC2=C(N(C(CO2)=O)C)C1)C (6-[2-(2-Chloro-4-hydroxy-phenyl)-1-hydroxy-1-trifluoromethyl-propyl]-4-methyl-4H-benzo[1,4]oxazin-3-one), COC(=O)C1=CC=C(C=C1)B(O)O (4-methoxycarbonyl-phenylboronic acid). The reagents and catalysts are C(C)(=O)[O-].[Cu+2].C(C)(=O)[O-] (copper-(II)-acetate). The solvent is N1=CC=CC=C1 (pyridine). Product: COC(C1=CC=C(C=C1)OC1=CC(=C(C=C1)C(C(C(F)(F)F)(C=1C=CC2=C(N(C(CO2)=O)C)C1)O)C)Cl)=O (4-{3-Chloro-4-[3,3,3-trifluoro-2-hydroxy-1-methyl-2-(4-methyl-3-oxo-3,4-dihydro-2H-benzo[1,4]oxazin-6-yl)-propyl]-phenoxy}-benzoic acid methyl ester). Reaction SMILES: [Cl:1][C:2]1[CH:7]=[C:6]([OH:8])[CH:5]=[CH:4][C:3]=1[CH:9]([CH3:28])[C:10]([C:16]1[CH:17]=[CH:18][C:19]2[O:24][CH2:23][C:22](=[O:25])[N:21]([CH3:26])[C:20]=2[CH:27]=1)([OH:15])[C:11]([F:14])([F:13])[F:12].[CH3:29][O:30][C:31]([C:33]1[CH:38]=[CH:37][C:36](B(O)O)=[CH:35][CH:34]=1)=[O:32]>C([O-])(=O)C.[Cu+2].C([O-])(=O)C.N1C=CC=CC=1>[CH3:29][O:30][C:31](=[O:32])[C:33]1[CH:38]=[CH:37][C:36]([O:8][C:6]2[CH:5]=[CH:4][C:3]([CH:9]([CH3:28])[C:10]([OH:15])([C:16]3[CH:17]=[CH:18][C:19]4[O:24][CH2:23][C:22](=[O:25])[N:21]([CH3:26])[C:20]=4[CH:27]=3)[C:11]([F:12])([F:13])[F:14])=[C:2]([Cl:1])[CH:7]=2)=[CH:35][CH:34]=1 |f:2.3.4|. Reported procedure: In analogy to Example 5, 6-[2-(2-chloro-4-hydroxy-phenyl)-1-hydroxy-1-trifluoromethyl-propyl]-4-methyl-4H-benzo[1,4]oxazin-3-one (Example 56, step 4) was reacted with 4-methoxycarbonyl-phenylboronic acid, copper-(II)-acetate and pyridine to give the title compound as a white solid. MS (m/e, ISP neg. ion)=548.2 [M−H+] RXN SMILES: [C:1]([CH3:3])([CH3:4])([O:5][C:6](=[O:2])[CH2:8][CH:9]([OH:10])[CH:11]([OH:12])[CH2:13][OH:14])[CH3:7].[CH3:15][C:16](=[O:17])[OH:18]>>[O:5]=[CH:6][CH2:8][CH:9]([OH:10])[CH:11]([OH:12])[CH2:13][OH:14]. Product: O=CCC(O)C(O)CO. Reactants: CC(C)(C)OC(=O)CC(O)C(O)CO, CC(=O)O. Starting materials: C(CC)N(C(=O)C=1C=C(C(=O)OC)C=C(C1)B1OC(C(O1)(C)C)(C)C)CCC (methyl 3-[(dipropylamino)carbonyl]-5-(4,4,5,5-tetramethyl-1,3,2-dioxaborolan-2-yl)benzoate), CN(C)S(=O)(=O)C1=CC=C(C=C1)Br (4-bromobenzenedimethyl-sulfonamide), C([O-])([O-])=O.[Na+].[Na+] (sodium carbonate), mixture. Reagents/catalysts: C1(=CC=CC=C1)P(C1=CC=CC=C1)C1=CC=CC=C1.C1(=CC=CC=C1)P(C1=CC=CC=C1)C1=CC=CC=C1.C1(=CC=CC=C1)P(C1=CC=CC=C1)C1=CC=CC=C1.C1(=CC=CC=C1)P(C1=CC=CC=C1)C1=CC=CC=C1.[Pd] (Palladium tetrakis(triphenylphosphine)). The solvent is O (water), C1(=CC=CC=C1)C (toluene). Run at temperature 22.5 celsius. The product is CN(S(=O)(=O)C1=CC=C(C=C1)C1=CC(=CC(=C1)C(=O)N(CCC)CCC)C(=O)OC)C (methyl 4′-[(dimethylamino)sulfonyl]-5-[(dipropylamino)carbonyl][1,1′-biphenyl]-3-carboxylate). Reaction SMILES: [CH2:1]([N:4]([CH2:26][CH2:27][CH3:28])[C:5]([C:7]1[CH:8]=[C:9]([CH:14]=[C:15](B2OC(C)(C)C(C)(C)O2)[CH:16]=1)[C:10]([O:12][CH3:13])=[O:11])=[O:6])[CH2:2][CH3:3].[CH3:29][N:30]([S:32]([C:35]1[CH:40]=[CH:39][C:38](Br)=[CH:37][CH:36]=1)(=[O:34])=[O:33])[CH3:31].C(=O)([O-])[O-].[Na+].[Na+]>O.C1(C)C=CC=CC=1.C1(P(C2C=CC=CC=2)C2C=CC=CC=2)C=CC=CC=1.C1(P(C2C=CC=CC=2)C2C=CC=CC=2)C=CC=CC=1.C1(P(C2C=CC=CC=2)C2C=CC=CC=2)C=CC=CC=1.C1(P(C2C=CC=CC=2)C2C=CC=CC=2)C=CC=CC=1.[Pd]>[CH3:29][N:30]([CH3:31])[S:32]([C:35]1[CH:36]=[CH:37][C:38]([C:15]2[CH:16]=[C:7]([C:5]([N:4]([CH2:1][CH2:2][CH3:3])[CH2:26][CH2:27][CH3:28])=[O:6])[CH:8]=[C:9]([C:10]([O:12][CH3:13])=[O:11])[CH:14]=2)=[CH:39][CH:40]=1)(=[O:33])=[O:34] |f:2.3.4,7.8.9.10.11|. Reported procedure: A mixture of methyl 3-[(dipropylamino)carbonyl]-5-(4,4,5,5-tetramethyl-1,3,2-dioxaborolan-2-yl)benzoate (Step 1, 534 mg, 1.4 mmol), 4-bromobenzenedimethyl-sulfonamide (363 mg, 1.4 mmol), and sodium carbonate (2 mL of a 2 M mixture in water, 4.1 mmol) in toluene (10 mL) is degassed under reduced pressure for 15 minutes and then purged with argon. Palladium tetrakis(triphenylphosphine) (40 mg, 0.025 mmol) is added and the reaction mixture is degassed under reduced pressure for 15 minutes and then ... Reactants: BrCCCC1=CC=C(C=C1)OCCCCOC1=CC=CC=C1 (1-(3-bromopropyl)-4-(4-phenoxybutoxy)benzene), C(=O)C=1C=C(C(=O)OCC)C=CC1O (ethyl 3-formyl-4-hydroxybenzoate), C([O-])([O-])=O.[K+].[K+] (potassium carbonate). The solvent is CN(C)C=O (DMF). Conditions: temperature 40 celsius, time 16 hour. Yields the product C(=O)C=1C=C(C(=O)OCC)C=CC1OCCCC1=CC=C(C=C1)OCCCCOC1=CC=CC=C1 (Ethyl 3-formyl-4-{3-[4-(4-phenoxybutoxy)phenyl]propoxy}benzoate). Isolated yield 80.9%. As a reaction SMILES: Br[CH2:2][CH2:3][CH2:4][C:5]1[CH:10]=[CH:9][C:8]([O:11][CH2:12][CH2:13][CH2:14][CH2:15][O:16][C:17]2[CH:22]=[CH:21][CH:20]=[CH:19][CH:18]=2)=[CH:7][CH:6]=1.[CH:23]([C:25]1[CH:26]=[C:27]([CH:33]=[CH:34][C:35]=1[OH:36])[C:28]([O:30][CH2:31][CH3:32])=[O:29])=[O:24].C(=O)([O-])[O-].[K+].[K+]>CN(C=O)C>[CH:23]([C:25]1[CH:26]=[C:27]([CH:33]=[CH:34][C:35]=1[O:36][CH2:2][CH2:3][CH2:4][C:5]1[CH:10]=[CH:9][C:8]([O:11][CH2:12][CH2:13][CH2:14][CH2:15][O:16][C:17]2[CH:22]=[CH:21][CH:20]=[CH:19][CH:18]=2)=[CH:7][CH:6]=1)[C:28]([O:30][CH2:31][CH3:32])=[O:29])=[O:24] |f:2.3.4|. Procedure: 1.37 g (3.76 mmol) of 1-(3-bromopropyl)-4-(4-phenoxybutoxy)benzene, 0.79 g (3.76 mmol) of ethyl 3-formyl-4-hydroxybenzoate [CAS No. 82304-99-2] and 0.78 g (5.64 mmol) of potassium carbonate are dissolved in 20 ml of DMF, and the mixture is stirred at 40° C. for 16 hours. It is then concentrated, and the residue is taken up in 200 ml of water and extracted with dichloromethane (three times 100 ml). The combined organic phases are dried (sodium sulphate) and concentrated, and the crude product is ... The reactants are ClC(C)NC(=O)Cl (1-chloroethylcarbamyl chloride), C(C)(C)N=C=O (isopropyl isocyanate). Run at temperature 70 celsius. Product: C(=C)N=C=O (vinyl isocyanate), ClCCN=C=O (chloroethyl isocyanate). Isolated yield 2.0%. Reaction SMILES: [Cl:1][CH:2]([NH:4][C:5](Cl)=[O:6])[CH3:3].[CH:8]([N:11]=[C:12]=[O:13])(C)[CH3:9]>>[CH:2]([N:4]=[C:5]=[O:6])=[CH2:3].[Cl:1][CH2:9][CH2:8][N:11]=[C:12]=[O:13]. Procedure: 57 parts of 1-chloroethylcarbamyl chloride are introduced into 700 parts by volume of isopropyl isocyanate at 22° C., the solution is heated to 70° C. in the course of 1.5 hours, whilst passing a slight stream of nitrogen through it, and the reaction product is condensed in a cold trap at -70° C. 12 parts (43% of theory) of vinyl isocyanate, of boiling point 38.5° C./1,013 mbar, and 0.85 part (2% of theory) of chloroethyl isocyanate, of boiling point 92° C/1,013 mbar, are obtained.